From a dataset of the Open Reaction Database (ORD), a public repository of structured organic reaction records. describe an organic reaction: reactants, conditions, products, and yield Reactants: O[C@H]1CC[C@H](CC1)OC[C@H](C)NC(OC(C)(C)C)=O (tert-butyl {(1S)-2-[(cis-4-hydroxycyclohexyl)oxy]-1-methylethyl}carbamate), C1(=CC=CC=C1)P(C1=CC=CC=C1)C1=CC=CC=C1 (triphenylphosphine), C1(=CC=CC=C1)P(=O)(C1=CC=CC=C1)N=[N+]=[N-] (diphenylphosphorylazide), N(=NC(=O)OC(C)C)C(=O)OC(C)C (diisopropyl azodicarboxylate). Run in C1(=CC=CC=C1)C (toluene), C1(=CC=CC=C1)C (toluene). Conditions: time 16 hour. Product: N(=[N+]=[N-])[C@@H]1CC[C@H](CC1)OC[C@H](C)NC(OC(C)(C)C)=O (tert-butyl {(1S)-2-[(trans-4-azidocyclohexyl)oxy]-1-methylethyl}carbamate). Yield: 19.2%. RXN SMILES: O[C@@H:2]1[CH2:7][CH2:6][C@H:5]([O:8][CH2:9][C@@H:10]([NH:12][C:13](=[O:19])[O:14][C:15]([CH3:18])([CH3:17])[CH3:16])[CH3:11])[CH2:4][CH2:3]1.C1(P(C2C=CC=CC=2)C2C=CC=CC=2)C=CC=CC=1.C1(P([N:53]=[N+:54]=[N-:55])(C2C=CC=CC=2)=O)C=CC=CC=1.N(C(OC(C)C)=O)=NC(OC(C)C)=O>C1(C)C=CC=CC=1>[N:53]([C@H:2]1[CH2:7][CH2:6][C@H:5]([O:8][CH2:9][C@@H:10]([NH:12][C:13](=[O:19])[O:14][C:15]([CH3:18])([CH3:17])[CH3:16])[CH3:11])[CH2:4][CH2:3]1)=[N+:54]=[N-:55]. Procedure details: To a solution of tert-butyl {(1S)-2-[(cis-4-hydroxycyclohexyl)oxy]-1-methylethyl}carbamate (5.00 g), triphenylphosphine (7.20 g) and diphenylphosphorylazide (5.03 g) in toluene (200 mL) was added dropwise a solution (1.9 M, 14.4 mL) of diisopropyl azodicarboxylate in toluene, and the mixture was stirred at room temperature for 16 hr. The reaction mixture was concentrated under reduced pressure, the residue was suspended in diethyl ether, and the precipitate was removed by filtration. The filtrat... Reactants: C(O)([O-])=O.[Na+] (sodium hydrogencarbonate), CCCC[Sn](CCCC)CCCC.CCCC[Sn](CCCC)CCCC (hexabutylditin), ClC1=CC=C(C(=N1)N)[N+](=O)[O-] (6-chloro-3-nitropyridin-2-amine), FC1=C(CN2N=C(C=3C2=NC=CC3)I)C=CC=C1 (1-(2-Fluorobenzyl)-3-iodo-1H-pyrazolo[3,4-b]pyridine). The solvent is CN(C=O)C (dimethylformamide). Run at temperature 110 celsius, time 8 hour. Product: FC1=C(CN2N=C(C=3C2=NC=CC3)C3=CC=C(C(=N3)N)[N+](=O)[O-])C=CC=C1 (6-[1-(2-Fluorobenzyl)-1H-pyrazolo[3,4-b]pyridin-3-yl]-3-nitropyridin-2-amine). Reaction SMILES: [F:1][C:2]1[CH:18]=[CH:17][CH:16]=[CH:15][C:3]=1[CH2:4][N:5]1[C:9]2=[N:10][CH:11]=[CH:12][CH:13]=[C:8]2[C:7](I)=[N:6]1.CCCC[Sn](CCCC)CCCC.CCCC[Sn](CCCC)CCCC.Cl[C:46]1[N:51]=[C:50]([NH2:52])[C:49]([N+:53]([O-:55])=[O:54])=[CH:48][CH:47]=1.C(=O)([O-])O.[Na+]>CN(C)C=O>[F:1][C:2]1[CH:18]=[CH:17][CH:16]=[CH:15][C:3]=1[CH2:4][N:5]1[C:9]2=[N:10][CH:11]=[CH:12][CH:13]=[C:8]2[C:7]([C:46]2[N:51]=[C:50]([NH2:52])[C:49]([N+:53]([O-:55])=[O:54])=[CH:48][CH:47]=2)=[N:6]1 |f:1.2,4.5,^1:22,35|. Procedure details: 200 mg (0.57 mmol) of the compound from example 33A were initially charged in dimethylformamide (5.3 ml) under argon, then 0.43 ml (0.85 mmol) of hexabutylditin and 160 mg (0.92 mmol) of 6-chloro-3-nitropyridin-2-amine were added, and the reaction mixture was purged with argon for 10 min. Subsequently, 231 mg (0.28 mmol) of [1,1′-bis(diphenylphosphino)ferrocene]dichloropalladium(II)-dichloromethane complex (1:1) were added and the reaction mixture was stirred at 110° C. overnight. The mixture wa... Starting materials: N1=C(C=CC=C1)CN (2-picolylamine), C(Cl)Cl (methylene chloride), N1=C(C=CC=C1)CNCC1=NC=CC=C1 (bis-2-picolylamine). Yields the product C(=C)N(CC1=NC=CC=C1)CC1=CC=CC=C1 (N-vinylbenzyl-N-2-picolylamine). As a reaction SMILES: N1C=CC=[CH:3][C:2]=1CN.N1[CH:14]=[CH:13][CH:12]=[CH:11][C:10]=1[CH2:15][NH:16][CH2:17][C:18]1[CH:23]=[CH:22][CH:21]=[CH:20][N:19]=1.[CH2:24](Cl)Cl>>[CH:2]([N:16]([CH2:15][C:10]1[CH:24]=[CH:14][CH:13]=[CH:12][CH:11]=1)[CH2:17][C:18]1[CH:23]=[CH:22][CH:21]=[CH:20][N:19]=1)=[CH2:3]. Procedure: The procedure described in Example 1 above was carried out with 43.3 g (0.4 mole) of 2-picolylamine substituted for the bis-2-picolylamine. Concentration of the methylene chloride gave 82.5 g of the N-vinylbenzyl-N-2-picolylamine monomer. The reactants are O=c1[nH]ncn1-c1ccc(OC(F)(F)F)cc1, CC(O)C1(c2ccc(F)cc2F)CO1. Product: CC(n1ncn(-c2ccc(OC(F)(F)F)cc2)c1=O)C1(c2ccc(F)cc2F)CO1. Reaction SMILES: [F:15][C:16]([O:17][c:18]1[cH:19][cH:20][c:21](-[n:24]2[c:25](=[O:29])[nH:26][n:27][cH:28]2)[cH:22][cH:23]1)([F:30])[F:31].[F:1][c:2]1[c:3]([C:9]2([CH:12]([CH3:13])[OH:14])[O:10][CH2:11]2)[cH:4][cH:5][c:6]([F:8])[cH:7]1>>[F:1][c:2]1[c:3]([C:9]2([CH:12]([CH3:13])[n:26]3[c:25](=[O:29])[n:24](-[c:21]4[cH:20][cH:19][c:18]([O:17][C:16]([F:15])([F:30])[F:31])[cH:23][cH:22]4)[cH:28][n:27]3)[O:10][CH2:11]2)[cH:4][cH:5][c:6]([F:8])[cH:7]1. Reactants: FC1=CC=C(CN)C=C1 (4-fluorobenzylamine), ClC=1C2=C(N=C(N1)C=1C=NC=CC1)SC(=C2)[N+](=O)[O-] (4-chloro-2-(pyridin-3-yl)-6-nitro-thieno-[2,3-d]-pyrimidine). Yields the product N1=CC(=CC=C1)C=1N=C(C2=C(N1)SC(=C2)[N+](=O)[O-])NCC2=CC=C(C=C2)F (2-(pyridin-3-yl)-4-(4-fluorobenzylamino)-6-nitro-thieno-[2,3-d]-pyrimidine). Reaction SMILES: [F:1][C:2]1[CH:9]=[CH:8][C:5]([CH2:6][NH2:7])=[CH:4][CH:3]=1.Cl[C:11]1[C:12]2[CH:25]=[C:24]([N+:26]([O-:28])=[O:27])[S:23][C:13]=2[N:14]=[C:15]([C:17]2[CH:18]=[N:19][CH:20]=[CH:21][CH:22]=2)[N:16]=1>>[N:19]1[CH:20]=[CH:21][CH:22]=[C:17]([C:15]2[N:16]=[C:11]([NH:7][CH2:6][C:5]3[CH:8]=[CH:9][C:2]([F:1])=[CH:3][CH:4]=3)[C:12]3[CH:25]=[C:24]([N+:26]([O-:28])=[O:27])[S:23][C:13]=3[N:14]=2)[CH:18]=1. Reported procedure: With the procedure of Example 1, the reaction of 4-fluorobenzylamine with 4-chloro-2-(pyridin-3-yl)-6-nitro-thieno-[2,3-d]-pyrimidine yields 2-(pyridin-3-yl)-4-(4-fluorobenzylamino)-6-nitro-thieno-[2,3-d]-pyrimidine. The reactants are ClC=1C=C(C=CC1)C1SCC(N1CCCN1CCCCC1)=O (2-( 3-Chlorophenyl)-3-(3-piperidin-1-ylpropyl)-thiazolidin-4-one), ClC=1C=C(C=O)C=CC1 (3-chlorobenzaldehyde), CC(C)([O-])C.[K+] (potassium t-butoxide). Solvent: C1(=CC=CC=C1)C (toluene). Reaction conditions: temperature 60 celsius. Product: ClC=1C=C(C=C2C(N(C(S2)C2=CC(=CC=C2)Cl)CCCN2CCCCC2)=O)C=CC1 (5-(3-Chlorobenzylidene)-2-(3-chlorophenyl)-3-(3-piperidin-1-yl-propyl)-thiazolidin-4-one). RXN SMILES: [Cl:1][C:2]1[CH:3]=[C:4]([CH:8]2[N:12]([CH2:13][CH2:14][CH2:15][N:16]3[CH2:21][CH2:20][CH2:19][CH2:18][CH2:17]3)[C:11](=[O:22])[CH2:10][S:9]2)[CH:5]=[CH:6][CH:7]=1.[Cl:23][C:24]1[CH:25]=[C:26]([CH:29]=[CH:30][CH:31]=1)[CH:27]=O.CC(C)([O-])C.[K+]>C1(C)C=CC=CC=1>[Cl:23][C:24]1[CH:25]=[C:26]([CH:29]=[CH:30][CH:31]=1)[CH:27]=[C:10]1[S:9][CH:8]([C:4]2[CH:5]=[CH:6][CH:7]=[C:2]([Cl:1])[CH:3]=2)[N:12]([CH2:13][CH2:14][CH2:15][N:16]2[CH2:21][CH2:20][CH2:19][CH2:18][CH2:17]2)[C:11]1=[O:22] |f:2.3|. Reported procedure: 2-( 3-Chlorophenyl)-3-(3-piperidin-1-ylpropyl)-thiazolidin-4-one (3 mm, 1 g), 3-chlorobenzaldehyde (4.5 mm, 0.51 mL), and potassium t-butoxide (4.5 mm, 0.5 g) are mixed in 50 mL toluene with molecular sieves and heated at 60° C. for 4 hours. The molecular sieves are removed by filtration, and the solvent is concentrated to dryness. Pure Compound 2 (0.5 g) is isolated by column chromatography (5% MeOH/CH2Cl2). MS: m/z (APCI, AP+) 462 [M]+. MP 137-139° C. Reactants: O=C(Cl)Oc1ccc([N+](=O)[O-])cc1, C1CCOC1, Cc1cc(N)cc(C(F)(F)F)c1, CCN(C(C)C)C(C)C, [Cl-], Cl, [NH4+]. Product: Cc1cc(NC(=O)Oc2ccc([N+](=O)[O-])cc2)cc(C(F)(F)F)c1. Reaction SMILES: [C:14]([O:15][c:16]1[cH:17][cH:18][c:19]([N+:22](=[O:23])[O-:24])[cH:20][cH:21]1)(=[O:25])[Cl:26].[CH2:38]1[O:39][CH2:40][CH2:41][CH2:42]1.[CH3:2][c:3]1[cH:4][c:5]([NH2:6])[cH:7][c:8]([C:10]([F:11])([F:12])[F:13])[cH:9]1.[CH:27]([N:28]([CH2:29][CH3:30])[CH:31]([CH3:32])[CH3:33])([CH3:34])[CH3:35].[Cl-:36].[ClH:1].[NH4+:37]>>[CH3:2][c:3]1[cH:4][c:5]([NH:6][C:14]([O:15][c:16]2[cH:17][cH:18][c:19]([N+:22](=[O:23])[O-:24])[cH:20][cH:21]2)=[O:25])[cH:7][c:8]([C:10]([F:11])([F:12])[F:13])[cH:9]1. Reactants: Cl (hydrochloride), IC=1C(=CC(=NC1)N)C (5-iodo-4-methyl-pyridin-2-ylamine), N(=O)[O-].[Na+] (sodium nitrite). The solvent is O (water). Conditions: time 16 hour. Yields the product ClC1=NC=C(C(=C1)C)I (2-chloro-5-iodo-4-methyl-pyridine). Isolated yield 30.0%. As a reaction SMILES: [ClH:1].[I:2][C:3]1[C:4]([CH3:10])=[CH:5][C:6](N)=[N:7][CH:8]=1.N([O-])=O.[Na+]>O>[Cl:1][C:6]1[CH:5]=[C:4]([CH3:10])[C:3]([I:2])=[CH:8][N:7]=1 |f:2.3|. Procedure details: To a stirred solution of concentrated hydrochloride acid (233 mL) at 0° C. was added 5-iodo-4-methyl-pyridin-2-ylamine (25 g, 107 mmol, 1 eq) followed by addition of pre-dissolved sodium nitrite (29.5 g, 427 mmol, 4 eq) in water (100 mL) in drop wise manner over period of 30 minutes. Resulting reaction mixture was stirred at room temperature for 16 hours. After complete consumption of starting material, reaction mixture was cooled to 0° C. and pH was adjusted to 12 by saturated aqueous sodium hy...